This data is from the Open Reaction Database (ORD), a public repository of structured organic reaction records. The task is: describe an organic reaction: reactants, conditions, products, and yield Reactants: N1=CC=CC2=C1NC1=C(C(N2)=O)C=CC=C1 (5,11-dihydro-6H-pyrido-[2,3-b][1,4]-benzodiazepine-6-one), ClCCCCCC(=O)Cl (6-chloro-caproyl chloride). Run in C=1(C(=CC=CC1)C)C (xylene). The product is ClCCCCCC(=O)N1C2=C(NC(C3=C1C=CC=C3)=O)C=CC=N2 (11-(6-chloro-caproyl)-5,11-dihydro-6H-pyrido-[2,3-b][1,4]-benzodiazepine-6-one). RXN SMILES: [N:1]1[C:6]2[NH:7][C:8]3[CH:16]=[CH:15][CH:14]=[CH:13][C:9]=3[C:10](=[O:12])[NH:11][C:5]=2[CH:4]=[CH:3][CH:2]=1.[Cl:17][CH2:18][CH2:19][CH2:20][CH2:21][CH2:22][C:23](Cl)=[O:24]>C1(C)C(C)=CC=CC=1>[Cl:17][CH2:18][CH2:19][CH2:20][CH2:21][CH2:22][C:23]([N:7]1[C:8]2[CH:16]=[CH:15][CH:14]=[CH:13][C:9]=2[C:10](=[O:12])[NH:11][C:5]2[CH:4]=[CH:3][CH:2]=[N:1][C:6]1=2)=[O:24]. Procedure details: A solution of 5,11-dihydro-6H-pyrido-[2,3-b][1,4]-benzodiazepine-6-one and 6-chloro-caproyl chloride in xylene was reacted to obtain 11-(6-chloro-caproyl)-5,11-dihydro-6H-pyrido-[2,3-b][1,4]-benzodiazepine-6-one melting at 128°-130° C. Starting materials: C=CCc1cc(C(=O)OC)ccc1O[Si](C)(C)C(C)(C)C, CO. Yields the product CCCc1cc(C(=O)OC)ccc1O[Si](C)(C)C(C)(C)C. Reaction SMILES: [C:1]([CH3:2])([CH3:3])([CH3:4])[Si:5]([O:6][c:7]1[c:8]([CH2:17][CH:18]=[CH2:19])[cH:9][c:10]([C:11](=[O:12])[O:13][CH3:14])[cH:15][cH:16]1)([CH3:20])[CH3:21].[CH3:22][OH:23]>>[C:1]([CH3:2])([CH3:3])([CH3:4])[Si:5]([O:6][c:7]1[c:8]([CH2:17][CH2:18][CH3:19])[cH:9][c:10]([C:11](=[O:12])[O:13][CH3:14])[cH:15][cH:16]1)([CH3:20])[CH3:21].